From a dataset of the Open Reaction Database (ORD), a public repository of structured organic reaction records. describe an organic reaction: reactants, conditions, products, and yield The reactants are C(C)(C)(C)ON=C1C=C(OC2=CC=C(C=C12)Br)C=1N=CC2=CC=CC=C2C1 (6-bromo-2-isoquinolin-3-yl-chromen-4-one O-tert-butyl oxime), P(=O)([O-])([O-])[O-].[K+].[K+].[K+] (potassium phosphate), C1(CC1)B1OC(C)(C)C(C)(C)O1 (Cyclopropylboronic acid pinacol ester), C1(=CC=CC=C1)C (toluene), [Cl-].[NH4+] (ammonium chloride). Reagents/catalysts: C(C)(=O)[O-].[Pd+2].C(C)(=O)[O-] (palladium acetate). Run at temperature 120 celsius. Product: C(C)(C)(C)ON=C1C=C(OC2=CC(=CC=C12)C#CC1=NC=CC=C1)C=1N=CC2=CC=CC=C2C1 (2-isoquinolin-3-yl-7-(pyridin-2-yl-ethynyl)-chromen-4-one O-tert-butyl oxime). The yield is 20.0%. Reaction SMILES: [C:1]([O:5][N:6]=[C:7]1[C:16]2[C:11](=[CH:12][CH:13]=[C:14](Br)[CH:15]=2)[O:10][C:9]([C:18]2[N:19]=[CH:20][C:21]3[C:26]([CH:27]=2)=[CH:25][CH:24]=[CH:23][CH:22]=3)=[CH:8]1)([CH3:4])([CH3:3])[CH3:2].P([O-])([O-])([O-])=O.[K+].[K+].[K+].C1(B2OC(C)(C)C(C)(C)O2)CC1.[Cl-].[NH4+:49].[C:50]1([CH3:56])[CH:55]=[CH:54][CH:53]=[CH:52][CH:51]=1>C([O-])(=O)C.[Pd+2].C([O-])(=O)C>[C:1]([O:5][N:6]=[C:7]1[C:16]2[C:11](=[CH:12][C:13]([C:56]#[C:50][C:51]3[CH:52]=[CH:53][CH:54]=[CH:55][N:49]=3)=[CH:14][CH:15]=2)[O:10][C:9]([C:18]2[N:19]=[CH:20][C:21]3[C:26]([CH:27]=2)=[CH:25][CH:24]=[CH:23][CH:22]=3)=[CH:8]1)([CH3:4])([CH3:3])[CH3:2] |f:1.2.3.4,6.7,9.10.11|. Procedure details: A solution of 6-bromo-2-isoquinolin-3-yl-chromen-4-one O-tert-butyl oxime (100 mg, 0.236 mmol), palladium acetate (3 mg, 0.014 mmol), potassium phosphate (175 mg, 0.826 mmol), dicyclohexylbiphenylphosphine (8 mg, 0.024 mmol), Cyclopropylboronic acid pinacol ester (99 mg, 0.59 mmol) in toluene (3 ml) was degassed with argon for 10 min. The reactor was sealed and heated at 120° C. for 18 hours. The mixture was poured onto a saturated aqueous solution of ammonium chloride, extracted with ethyl acet... As a reaction SMILES: [C:12]([CH3:13])([CH3:14])([CH3:15])[O:16][C:17](=[O:18])[N:19]1[CH2:20][CH2:21][CH:22]([OH:25])[CH2:23][CH2:24]1.[O:45]=[C:46]([O:47][CH2:48][CH3:49])[N:50]=[N:51][C:52]([O:53][CH2:54][CH3:55])=[O:56].[O:57]1[CH2:58][CH2:59][CH2:60][CH2:61]1.[OH:1][c:2]1[cH:3][cH:4][c:5]2[cH:6][cH:7][cH:8][cH:9][c:10]2[cH:11]1.[c:26]1([P:27]([c:28]2[cH:29][cH:30][cH:31][cH:32][cH:33]2)[c:34]2[cH:35][cH:36][cH:37][cH:38][cH:39]2)[cH:40][cH:41][cH:42][cH:43][cH:44]1>>[O:1]([c:2]1[cH:3][cH:4][c:5]2[cH:6][cH:7][cH:8][cH:9][c:10]2[cH:11]1)[CH:22]1[CH2:21][CH2:20][N:19]([C:17]([O:16][C:12]([CH3:13])([CH3:14])[CH3:15])=[O:18])[CH2:24][CH2:23]1. Starting materials: CC(C)(C)OC(=O)N1CCC(O)CC1, CCOC(=O)N=NC(=O)OCC, C1CCOC1, Oc1ccc2ccccc2c1, c1ccc(P(c2ccccc2)c2ccccc2)cc1. Yields the product CC(C)(C)OC(=O)N1CCC(Oc2ccc3ccccc3c2)CC1. Reactants: OC1(C2=C(CN(C1)C)OC=C2)C2=CC=C(C=C2)Br (4-hydroxy-4-(p-bromophenyl)-6-methyl-4,5,6,7-tetrahydro-furano[2,3-c]pyridine), B(F)(F)F.CO (boron trifluoride methanol), N (ammonia). Reported procedure: Two grams (0.005 mol) of 4-hydroxy-4-(p-bromophenyl)-6-methyl-4,5,6,7-tetrahydro-furano[2,3-c]pyridine were heated to 50° C. for four hours in 40 ml of a boron trifluoride/methanol mixture (20% BF3), and then the mixture was poured onto ice and neutralized with ammonia. The mixture was extracted with ether, and the ether was distilled off in vacuo. The residue was purified over silica gel [cyclohexane/ethyl acetate (75:25)]. As a reaction SMILES: [OH:1][C:2]1([C:12]2[CH:17]=[CH:16][C:15]([Br:18])=[CH:14][CH:13]=2)[CH2:7][N:6]([CH3:8])[CH2:5][C:4]2[O:9][CH:10]=[CH:11][C:3]1=2.N.B(F)(F)F.[CH3:24]O>>[CH3:24][O:1][C:2]1([C:12]2[CH:17]=[CH:16][C:15]([Br:18])=[CH:14][CH:13]=2)[CH2:7][N:6]([CH3:8])[CH2:5][C:4]2[O:9][CH:10]=[CH:11][C:3]1=2 |f:2.3|. Yields the product COC1(C2=C(CN(C1)C)OC=C2)C2=CC=C(C=C2)Br (4-Methoxy-4-p-bromophenyl-6-methyl-4,5,6,7-tetrahydro-furano[2,3-c]pyridine). The reactants are C1(CCCC1)C(C(=O)C1=C(C(=C(C=C1)OC)Cl)Cl)=C (4-(2-Cyclopentyl-2-methyleneacetyl)-2,3-dichloroanisole), ice water. Run in S(O)(O)(=O)=O (sulfuric acid). Conditions: temperature 20 celsius, time 1.5 hour. Yields the product ClC1=C(C=C2CC(C(C2=C1Cl)=O)C1CCCC1)OC (6,7-dichloro-2-cyclopentyl-2,3-dihydro-5-methoxy-1H-inden-1-one). As a reaction SMILES: [CH:1]1([C:6](=[CH2:19])[C:7]([C:9]2[CH:14]=[CH:13][C:12]([O:15][CH3:16])=[C:11]([Cl:17])[C:10]=2[Cl:18])=[O:8])[CH2:5][CH2:4][CH2:3][CH2:2]1>S(=O)(=O)(O)O>[Cl:17][C:11]1[C:10]([Cl:18])=[C:9]2[C:14]([CH2:19][CH:6]([CH:1]3[CH2:5][CH2:4][CH2:3][CH2:2]3)[C:7]2=[O:8])=[CH:13][C:12]=1[O:15][CH3:16]. Procedure: 4-(2-Cyclopentyl-2-methyleneacetyl)-2,3-dichloroanisole (33.3 g.) is dissolved in 98% sulfuric acid (150 ml.) and stirred at 20° C. for 1.5 hours. The solution then is added dropwise with stirring to ice water. The aqueous phase is decanted from the gummy product and fresh water is added. After 20 hours the gum solidifies and is crystallized from hexane-benzene (3:1) to obtain 6,7-dichloro-2-cyclopentyl-2,3-dihydro-5-methoxy-1H-inden-1-one, m.p. 116°-117° C.